Dataset: the Open Reaction Database (ORD), a public repository of structured organic reaction records. Task: describe an organic reaction: reactants, conditions, products, and yield Reactants: resorcinol-formaldehyde resin diglycidyl ether of bisphenol A, CC(C)(C1=CC=C(C=C1)OCC2CO2)C3=CC=C(C=C3)OCC4CO4 (diglycidyl ether of bisphenol A), C(C(C)C)C(=O)C (methyl isobutyl ketone), resorcinol-formaldehyde resin, C1(=CC=CC=C1)P(C1=CC=CC=C1)C1=CC=CC=C1 (triphenylphosphine). Run at temperature 117 celsius. Product: C1(O)=CC(O)=CC=C1.CCOCC (resorcinol ether). RXN SMILES: C1(P(C2C=CC=CC=2)C2C=CC=CC=2)C=CC=CC=1.CC([C:34]1[CH:39]=[CH:38][C:37]([O:40]CC2OC2)=[CH:36][CH:35]=1)(C1C=C[C:26]([O:29][CH2:30][CH:31]2OC2)=[CH:25]C=1)C.C(C(C)=[O:50])C(C)C>>[C:37]1([CH:38]=[CH:39][CH:34]=[C:35]([OH:50])[CH:36]=1)[OH:40].[CH3:25][CH2:26][O:29][CH2:30][CH3:31] |f:3.4|. Reported procedure: A resorcinol-formaldehyde resin/diglycidyl ether of bisphenol A addition product was prepared in a lab reactor by a procedure comparable to that employed in Example 1. The reactor was charged with about 31.1 g. of a commercial resorcinol-formaldehyde resin, Penacolite B-19-S, (INDSPEC Chemical Corporation, Pittsburgh, Pa., U.S.A.), 125 ml methyl isobutyl ketone and 0.5 g. triphenylphosphine. Then, 90.4 g diglycidyl ether of bisphenol A (Dow epoxy resin DER-331) was added dropwise in about 0.5 ho... The reactants are O=C(Cl)c1c(F)cccc1C(F)(F)F, CCCOC(=O)c1c(N)sc2c1C(C)(C)OC2(C)C. Product: CCCOC(=O)c1c(NC(=O)c2c(F)cccc2C(F)(F)F)sc2c1C(C)(C)OC2(C)C. As a reaction SMILES: [F:20][c:21]1[c:22]([C:23](=[O:24])[Cl:25])[c:26]([C:30]([F:31])([F:32])[F:33])[cH:27][cH:28][cH:29]1.[NH2:1][c:2]1[c:3]([C:14](=[O:15])[O:16][CH2:17][CH2:18][CH3:19])[c:4]2[c:5]([s:13]1)[C:6]([CH3:11])([CH3:12])[O:7][C:8]2([CH3:9])[CH3:10]>>[NH:1]([c:2]1[c:3]([C:14](=[O:15])[O:16][CH2:17][CH2:18][CH3:19])[c:4]2[c:5]([s:13]1)[C:6]([CH3:11])([CH3:12])[O:7][C:8]2([CH3:9])[CH3:10])[C:23]([c:22]1[c:21]([F:20])[cH:29][cH:28][cH:27][c:26]1[C:30]([F:31])([F:32])[F:33])=[O:24].